This data is from the Open Reaction Database (ORD), a public repository of structured organic reaction records. The task is: describe an organic reaction: reactants, conditions, products, and yield Starting materials: CNc1nc(C)c(-c2ccnc(Nc3ccc(N4CCN(C(C)=O)CC4)cc3)n2)s1, CC#N, Cl. Yields the product CNc1nc(C)c(-c2ccnc(Nc3ccc(N4CCNCC4)cc3)n2)s1. RXN SMILES: [CH3:1][c:2]1[n:3][c:4]([NH:29][CH3:30])[s:5][c:6]1-[c:7]1[n:8][c:9]([NH:13][c:14]2[cH:15][cH:16][c:17]([N:20]3[CH2:21][CH2:22][N:23]([C:26](=[O:27])[CH3:28])[CH2:24][CH2:25]3)[cH:18][cH:19]2)[n:10][cH:11][cH:12]1.[CH3:31][C:32]#[N:33].[ClH:34]>>[CH3:1][c:2]1[n:3][c:4]([NH:29][CH3:30])[s:5][c:6]1-[c:7]1[n:8][c:9]([NH:13][c:14]2[cH:15][cH:16][c:17]([N:20]3[CH2:21][CH2:22][NH:23][CH2:24][CH2:25]3)[cH:18][cH:19]2)[n:10][cH:11][cH:12]1. Reactants: FC1=CC=C(C=C1)C(=O)C(=O)C1=CC=C(C=C1)F (4,4′-difluorobenzil), [C@@H]1([C@@H](CCCC1)N)N (trans-1,2-cyclohexanediamine). The solvent is C(C)O (ethanol). The product is FC1=CC=C(C=C1)C1=NC2CCCCC2N=C1C1=CC=C(C=C1)F (2,3-bis(4-fluorophenyl)-4a,5,6,7,8,8a-hexahydroquinoxaline). The yield is 94.0%. As a reaction SMILES: [F:1][C:2]1[CH:7]=[CH:6][C:5]([C:8]([C:10]([C:12]2[CH:17]=[CH:16][C:15]([F:18])=[CH:14][CH:13]=2)=O)=O)=[CH:4][CH:3]=1.[C@@H:19]1([NH2:26])[CH2:24][CH2:23][CH2:22][CH2:21][C@H:20]1[NH2:25]>C(O)C>[F:1][C:2]1[CH:7]=[CH:6][C:5]([C:8]2[C:10]([C:12]3[CH:17]=[CH:16][C:15]([F:18])=[CH:14][CH:13]=3)=[N:26][CH:19]3[CH:20]([CH2:21][CH2:22][CH2:23][CH2:24]3)[N:25]=2)=[CH:4][CH:3]=1. Reported procedure: First, 12.07 g of 4,4′-difluorobenzil (manufactured by Tokyo Kasei Kogyo Co., Ltd) was mixed with 5.60 g of trans-1,2-cyclohexanediamine (manufactured by Kanto Kasei Co., Ltd) by using 300 mL of ethanol as a solvent, and then the mixed solution was refluxed under a nitrogen atmosphere for 3 hours. By leaving a the refluxed solution to be cooled to a room temperature and taking out a deposited crystal by filtration, 2,3-bis(4-fluorophenyl)-4a,5,6,7,8,8a-hexahydroquinoxaline was obtained (light ye... The reactants are [Cl-].[NH4+] (ammonium chloride), [N+](=O)([O-])C1=C(N)C=CC(=C1)OC(F)(F)F (2-nitro-4-trifluoromethoxyaniline), CI (methyl iodide), [H-].[Na+] (sodium hydride). Solvent: CN(C)C=O (DMF). Run at time 10 minute. Product: CNC1=C(C=C(C=C1)OC(F)(F)F)[N+](=O)[O-] (N-methyl-2-nitro-4-trifluoromethoxyaniline). Yield: 76.3%. RXN SMILES: [N+:1]([C:4]1[CH:10]=[C:9]([O:11][C:12]([F:15])([F:14])[F:13])[CH:8]=[CH:7][C:5]=1[NH2:6])([O-:3])=[O:2].[H-].[Na+].[CH3:18]I.[Cl-].[NH4+]>CN(C=O)C>[CH3:18][NH:6][C:5]1[CH:7]=[CH:8][C:9]([O:11][C:12]([F:13])([F:14])[F:15])=[CH:10][C:4]=1[N+:1]([O-:3])=[O:2] |f:1.2,4.5|. Reported procedure: To a mixture of 2.22 g of 2-nitro-4-trifluoromethoxyaniline and 20 ml of DMF was added 0.44 g of sodium hydride (60% oily), and the mixture was stirred for 10 minutes under ice cool. To this mixture was added 1.42 g of methyl iodide, then, the mixture was stirred for 1 hour at room temperature. Into the reaction mixture, a saturated ammonium chloride aqueous solution was poured, and the mixture was extracted three times with ethyl acetate. The organic layer was dried over magnesium sulfate, then... Reactants: C1CCOC1, NCc1ccc(Nc2n[nH]c3ncnc(Nc4cccc(Cl)c4)c23)cc1, O=C1CCC(=O)O1, O. Product: NC(C(=O)CCC(=O)O)c1ccc(Nc2n[nH]c3ncnc(Nc4cccc(Cl)c4)c23)cc1. Reaction SMILES: [CH2:35]1[O:36][CH2:37][CH2:38][CH2:39]1.[NH2:9][CH2:10][c:11]1[cH:12][cH:13][c:14]([NH:17][c:18]2[n:19][nH:20][c:21]3[n:22][cH:23][n:24][c:25]([NH:27][c:28]4[cH:29][c:30]([Cl:34])[cH:31][cH:32][cH:33]4)[c:26]23)[cH:15][cH:16]1.[O:1]=[C:2]1[CH2:3][CH2:4][C:5](=[O:6])[O:7]1.[OH2:8]>>[O:1]=[C:2]([CH2:3][CH2:4][C:5](=[O:6])[CH:10]([NH2:9])[c:11]1[cH:12][cH:13][c:14]([NH:17][c:18]2[n:19][nH:20][c:21]3[n:22][cH:23][n:24][c:25]([NH:27][c:28]4[cH:29][c:30]([Cl:34])[cH:31][cH:32][cH:33]4)[c:26]23)[cH:15][cH:16]1)[OH:7]. The reactants are C(C1=CC=CC=C1)OC1=NC(=NC(=C1)C1=CC(=CC=C1)C(F)(F)F)SC (4-Benzyloxy-2-methylsulfanyl-6-(3-trifluoromethyl-phenyl)-pyrimidine), S(=O)(=O)(O[O-])[O-].[K+].[K+] (potassium peroxymonosulfate), C(C)#N (acetonitrile), O (water). Run in C(C)(=O)OCC (ethyl acetate). Yields the product C(C1=CC=CC=C1)OC1=NC(=NC(=C1)C1=CC(=CC=C1)C(F)(F)F)S(=O)(=O)C (4-benzyloxy-2-methanesulfonyl-6-(3-trifluoromethyl-phenyl)-pyrimidine). As a reaction SMILES: [CH2:1]([O:8][C:9]1[CH:14]=[C:13]([C:15]2[CH:20]=[CH:19][CH:18]=[C:17]([C:21]([F:24])([F:23])[F:22])[CH:16]=2)[N:12]=[C:11](SC)[N:10]=1)[C:2]1[CH:7]=[CH:6][CH:5]=[CH:4][CH:3]=1.[S:27]([O-:32])(O[O-])(=O)=[O:28].[K+].[K+].O.[C:36](#N)C>C(OCC)(=O)C>[CH2:1]([O:8][C:9]1[CH:14]=[C:13]([C:15]2[CH:20]=[CH:19][CH:18]=[C:17]([C:21]([F:24])([F:22])[F:23])[CH:16]=2)[N:12]=[C:11]([S:27]([CH3:36])(=[O:32])=[O:28])[N:10]=1)[C:2]1[CH:3]=[CH:4][CH:5]=[CH:6][CH:7]=1 |f:1.2.3|. Procedure: 4-Benzyloxy-2-methylsulfanyl-6-(3-trifluoromethyl-phenyl)-pyrimidine (100 mg) and potassium peroxymonosulfate (490 mg) were stirred at room temperature in acetonitrile (2 ml) and water (200 μl) for 20 hours. The reaction mixture was diluted with ethyl acetate (40 ml) and washed with water (40 ml). Organics were separated, dried over sodium sulphate, and solvent evaporated under reduced pressure to yield product 4-benzyloxy-2-methanesulfonyl-6-(3-trifluoromethyl-phenyl)-pyrimidine (93 mg). 1H NMR... Starting materials: O=C([O-])[O-], CC(C)N(C(=O)c1cc2c(cc1C(F)(F)F)OC(C)(COS(C)(=O)=O)C(=O)N2CCN(Cc1ccccc1)C(=O)OCc1ccccc1)C1CCCN(C(=O)OC(C)(C)C)C1, CN(C)C=O, [Cs+], [Cs+], O, Oc1ccccc1. The product is CC(C)N(C(=O)c1cc2c(cc1C(F)(F)F)OC(C)(COc1ccccc1)C(=O)N2CCN(Cc1ccccc1)C(=O)OCc1ccccc1)C1CCCN(C(=O)OC(C)(C)C)C1. RXN SMILES: [C:69](=[O:70])([O-:71])[O-:72].[CH2:1]([c:2]1[cH:3][cH:4][cH:5][cH:6][cH:7]1)[N:8]([CH2:9][CH2:10][N:11]1[C:12](=[O:51])[C:13]([CH2:44][O:45][S:46]([CH3:47])(=[O:48])=[O:49])([CH3:50])[O:14][c:15]2[c:16]1[cH:17][c:18]([C:25](=[O:26])[N:27]([CH:28]1[CH2:29][N:30]([C:34](=[O:35])[O:36][C:37]([CH3:38])([CH3:39])[CH3:40])[CH2:31][CH2:32][CH2:33]1)[CH:41]([CH3:42])[CH3:43])[c:19]([C:21]([F:22])([F:23])[F:24])[cH:20]2)[C:52](=[O:53])[O:54][CH2:55][c:56]1[cH:57][cH:58][cH:59][cH:60][cH:61]1.[CH3:76][N:77]([CH3:78])[CH:79]=[O:80].[Cs+:73].[Cs+:74].[OH2:75].[OH:62][c:63]1[cH:64][cH:65][cH:66][cH:67][cH:68]1>>[CH2:1]([c:2]1[cH:3][cH:4][cH:5][cH:6][cH:7]1)[N:8]([CH2:9][CH2:10][N:11]1[C:12](=[O:51])[C:13]([CH2:44][O:45][c:63]2[cH:64][cH:65][cH:66][cH:67][cH:68]2)([CH3:50])[O:14][c:15]2[c:16]1[cH:17][c:18]([C:25](=[O:26])[N:27]([CH:28]1[CH2:29][N:30]([C:34](=[O:35])[O:36][C:37]([CH3:38])([CH3:39])[CH3:40])[CH2:31][CH2:32][CH2:33]1)[CH:41]([CH3:42])[CH3:43])[c:19]([C:21]([F:22])([F:23])[F:24])[cH:20]2)[C:52](=[O:53])[O:54][CH2:55][c:56]1[cH:57][cH:58][cH:59][cH:60][cH:61]1.